The task is: describe an organic reaction: reactants, conditions, products, and yield. This data is from the Open Reaction Database (ORD), a public repository of structured organic reaction records. Starting materials: O=C([O-])c1ccccc1, COC(CCl)OC, CCOC(C)=O, [I-], [K+], [K+], CN(C)C=O, O. Product: COC(COC(=O)c1ccccc1)OC. As a reaction SMILES: [C:8]([c:9]1[cH:10][cH:11][cH:12][cH:13][cH:14]1)(=[O:15])[O-:16].[CH3:1][O:2][CH:3]([CH2:4][Cl:5])[O:6][CH3:7].[CH3:25][CH2:26][O:27][C:28](=[O:29])[CH3:30].[I-:19].[K+:17].[K+:18].[O:20]=[CH:21][N:22]([CH3:23])[CH3:24].[OH2:31]>>[CH3:1][O:2][CH:3]([CH2:4][O:16][C:8]([c:9]1[cH:10][cH:11][cH:12][cH:13][cH:14]1)=[O:15])[O:6][CH3:7]. Reactants: [BH4-], CCO, COc1ccc2c(c1)OC(C)(C)C(NC(=O)c1cc(Cl)ccc1OC)C2=O, Cl, [Na+]. The product is COc1ccc2c(c1)OC(C)(C)C(NC(=O)c1cc(Cl)ccc1OC)C2O. RXN SMILES: [BH4-:28].[CH3:31][CH2:32][OH:33].[Cl:1][c:2]1[cH:3][cH:4][c:5]([O:26][CH3:27])[c:6]([C:7](=[O:8])[NH:9][CH:10]2[C:11]([CH3:23])([CH3:24])[O:12][c:13]3[cH:14][c:15]([O:21][CH3:22])[cH:16][cH:17][c:18]3[C:19]2=[O:20])[cH:25]1.[ClH:30].[Na+:29]>>[Cl:1][c:2]1[cH:3][cH:4][c:5]([O:26][CH3:27])[c:6]([C:7](=[O:8])[NH:9][CH:10]2[C:11]([CH3:23])([CH3:24])[O:12][c:13]3[cH:14][c:15]([O:21][CH3:22])[cH:16][cH:17][c:18]3[CH:19]2[OH:20])[cH:25]1. Starting materials: BrB(Br)Br, CCOCCS(=O)(=O)c1ccc(C(CC2CCCC2)c2cc3cccnc3[nH]2)cc1, ClCCl. The product is O=S(=O)(CCO)c1ccc(C(CC2CCCC2)c2cc3cccnc3[nH]2)cc1. As a reaction SMILES: [B:31]([Br:32])([Br:33])[Br:34].[CH:1]1([CH2:6][CH:7]([c:8]2[cH:9][cH:10][c:11]([S:14](=[O:15])(=[O:16])[CH2:17][CH2:18][O:19][CH2:20][CH3:21])[cH:12][cH:13]2)[c:22]2[cH:23][c:24]3[c:25]([n:26][cH:27][cH:28][cH:29]3)[nH:30]2)[CH2:2][CH2:3][CH2:4][CH2:5]1.[Cl:35][CH2:36][Cl:37]>>[CH:1]1([CH2:6][CH:7]([c:8]2[cH:9][cH:10][c:11]([S:14](=[O:15])(=[O:16])[CH2:17][CH2:18][OH:19])[cH:12][cH:13]2)[c:22]2[cH:23][c:24]3[c:25]([n:26][cH:27][cH:28][cH:29]3)[nH:30]2)[CH2:2][CH2:3][CH2:4][CH2:5]1.